Dataset: the Open Reaction Database (ORD), a public repository of structured organic reaction records. Task: describe an organic reaction: reactants, conditions, products, and yield Reactants: P(O)(O)O (Phosphorous acid), Cl.N1C=NC(=C1)CC(=O)O (imidazol4-ylacetic acid hydrochloride), P(Cl)(Cl)Cl (phosphorus trichloride). Run in ClC1=CC=CC=C1 (chlorobenzene). As a reaction SMILES: [P:1]([OH:4])([OH:3])[OH:2].Cl.[NH:6]1[CH:10]=[C:9]([CH2:11][C:12]([OH:14])=O)[N:8]=[CH:7]1.P(Cl)(Cl)Cl>ClC1C=CC=CC=1>[OH:14][C:12]([P:1]([OH:4])(=[O:2])[OH:3])([P:1]([OH:4])(=[O:3])[OH:2])[CH2:11][C:9]1[N:8]=[CH:7][NH:6][CH:10]=1 |f:1.2|. Product: OC(CC=1N=CNC1)(P(O)(=O)O)P(O)(=O)O (1-Hydroxy-2-(imidazol-4-yl)-ethane-1,1-diphosphonic acid). Reaction conditions: temperature 110 celsius, time 10 minute. Procedure: 3 g. Phosphorous acid are added to 3.5 g. imidazol4-ylacetic acid hydrochloride (m.p. 198-200° C.) in 40 ml. chlorobenzene. The reaction mixture is stirred for 10 minutes at 110° C., cooled and 9 g. phosphorus trichloride slowly added dropwise thereto. The reaction mixture is heated for 16 hours to 110° C., cooled, the chlorobenzene is decanted off from an orange-coloured syrup and the residue is mixed with 50 ml. 6N hydrochloric acid. The suspension is heated under reflux for 5 hours, cooled, m... The reactants are C(CCC)[Mg]Br (Butylmagnesium bromide), BrC1=CSC=C1Br (3,4-dibromothiophene), O (water). The reagents and catalysts are Cl[Ni]1([P](CCC[P](C2=CC=CC=C2)1C3=CC=CC=C3)(C4=CC=CC=C4)C5=CC=CC=C5)Cl ([1,3-bis (diphenylphosphino)propane]dichloronickel(II)). The solvent is C(C)OCC (diethyl ether). Yields the product C(CCC)C1=CSC=C1CCCC (3,4-Dibutylthiphene). Isolated yield 64.0%. Reaction SMILES: [CH2:1]([Mg]Br)[CH2:2][CH2:3][CH3:4].Br[C:8]1[C:12](Br)=[CH:11][S:10][CH:9]=1.O>C(OCC)C.Cl[Ni]1(Cl)[P](C2C=CC=CC=2)(C2C=CC=CC=2)CCC[P]1(C1C=CC=CC=1)C1C=CC=CC=1>[CH2:1]([C:8]1[C:12]([CH2:1][CH2:2][CH2:3][CH3:4])=[CH:11][S:10][CH:9]=1)[CH2:2][CH2:3][CH3:4] |^1:22,38|. Procedure: Butylmagnesium bromide (140 mmol) was added dropwise at 0° C. to a mixture solution of 3,4-dibromothiophene (50 mmol) and [1,3-bis (diphenylphosphino)propane]dichloronickel(II) (0.3 mmol) in 100 mL of dry diethyl ether. The resulting mixture was heated and refluxed for 6 hours. The reaction mixture was combined with water, and extracted with diethyl ether. The extract solution was derived over magnesium sulfate, and the solvent was evaporated therefrom to obtain a crude product. The crude produc...